From a dataset of the Open Reaction Database (ORD), a public repository of structured organic reaction records. describe an organic reaction: reactants, conditions, products, and yield The reactants are CCO, Cc1ccc2nc[nH]c(=O)c2c1[N+](=O)[O-], NN, CN(C)C=O. The product is Cc1ccc2nc[nH]c(=O)c2c1N. RXN SMILES: [CH3:18][CH2:19][OH:20].[CH3:3][c:4]1[c:5]([N+:15]([O-:16])=[O:17])[c:6]2[c:7](=[O:14])[nH:8][cH:9][n:10][c:11]2[cH:12][cH:13]1.[NH2:1][NH2:2].[O:21]=[CH:22][N:23]([CH3:24])[CH3:25]>>[CH3:3][c:4]1[c:5]([NH2:15])[c:6]2[c:7](=[O:14])[nH:8][cH:9][n:10][c:11]2[cH:12][cH:13]1. Reactants: CC(C)(C)[Si](C)(C)Cl, O=[N+]([O-])c1cc(C(F)(F)F)ccc1N1CCCC(O)C1, [Na+], O=C([O-])O, CN(C)C=O, c1c[nH]cn1. Product: CC(C)(C)[Si](C)(C)OC1CCCN(c2ccc(C(F)(F)F)cc2[N+](=O)[O-])C1. RXN SMILES: [C:26]([CH3:27])([CH3:28])([CH3:29])[Si:30]([CH3:31])([CH3:32])[Cl:33].[N+:1](=[O:2])([O-:3])[c:4]1[c:5]([N:14]2[CH2:15][CH:16]([OH:20])[CH2:17][CH2:18][CH2:19]2)[cH:6][cH:7][c:8]([C:10]([F:11])([F:12])[F:13])[cH:9]1.[Na+:38].[O-:34][C:35]([OH:36])=[O:37].[O:39]=[CH:40][N:41]([CH3:42])[CH3:43].[nH:21]1[cH:22][cH:23][n:24][cH:25]1>>[N+:1](=[O:2])([O-:3])[c:4]1[c:5]([N:14]2[CH2:15][CH:16]([O:20][Si:30]([C:26]([CH3:27])([CH3:28])[CH3:29])([CH3:31])[CH3:32])[CH2:17][CH2:18][CH2:19]2)[cH:6][cH:7][c:8]([C:10]([F:11])([F:12])[F:13])[cH:9]1. Starting materials: FC(C=1C=C(CN(C2=NC=C(C=N2)OCCCC(=O)OCC)CC2=C(C=CC(=C2)C(F)(F)F)C2=NC(=CC=C2OC)C(C)C)C=C(C1)C(F)(F)F)(F)F (Ethyl 4-(2-{(3,5-bis-trifluoromethyl-benzyl)-[2-(6-isopropyl-3-methoxy-pyridin-2-yl)-5-trifluoromethyl-benzyl]-amino}-pyrimidin-5-yloxy)-butyrate), Cl (hydrochloric acid), C(C)(=O)OCC (ethyl acetate), [OH-].[Na+] (sodium hydroxide). The solvent is C(C)O (ethanol). Conditions: time 1 hour. Yields the product FC(C=1C=C(CN(C2=NC=C(C=N2)OCCCC(=O)O)CC2=C(C=CC(=C2)C(F)(F)F)C2=NC(=CC=C2OC)C(C)C)C=C(C1)C(F)(F)F)(F)F (4-(2-{(3,5-bis-trifluoromethyl-benzyl)-[2-(6-isopropyl-3-methoxy-pyridin-2-yl)-5-trifluoromethyl-benzyl]-amino}-pyrimidin-5-yloxy)-butyric acid). Isolated yield 92.0%. As a reaction SMILES: [F:1][C:2]([F:53])([F:52])[C:3]1[CH:4]=[C:5]([CH:45]=[C:46]([C:48]([F:51])([F:50])[F:49])[CH:47]=1)[CH2:6][N:7]([CH2:23][C:24]1[CH:29]=[C:28]([C:30]([F:33])([F:32])[F:31])[CH:27]=[CH:26][C:25]=1[C:34]1[C:39]([O:40][CH3:41])=[CH:38][CH:37]=[C:36]([CH:42]([CH3:44])[CH3:43])[N:35]=1)[C:8]1[N:13]=[CH:12][C:11]([O:14][CH2:15][CH2:16][CH2:17][C:18]([O:20]CC)=[O:19])=[CH:10][N:9]=1.[OH-].[Na+].Cl.C(OCC)(=O)C>C(O)C>[F:53][C:2]([F:1])([F:52])[C:3]1[CH:4]=[C:5]([CH:45]=[C:46]([C:48]([F:51])([F:50])[F:49])[CH:47]=1)[CH2:6][N:7]([CH2:23][C:24]1[CH:29]=[C:28]([C:30]([F:33])([F:31])[F:32])[CH:27]=[CH:26][C:25]=1[C:34]1[C:39]([O:40][CH3:41])=[CH:38][CH:37]=[C:36]([CH:42]([CH3:44])[CH3:43])[N:35]=1)[C:8]1[N:9]=[CH:10][C:11]([O:14][CH2:15][CH2:16][CH2:17][C:18]([OH:20])=[O:19])=[CH:12][N:13]=1 |f:1.2|. Procedure details: Ethyl 4-(2-{(3,5-bis-trifluoromethyl-benzyl)-[2-(6-isopropyl-3-methoxy-pyridin-2-yl)-5-trifluoromethyl-benzyl]-amino}-pyrimidin-5-yloxy)-butyrate (70 mg) is dissolved in ethanol (2 ml), and thereto is added 1N-aqueous sodium hydroxide solution (0.5 ml) and the mixture is stirred at room temperature for 1 hour. To the reaction solution are added a 1N-hydrochloric acid and ethyl acetate, and the mixture is separated, and the organic layer is washed with a saturated brine, dried over magnesium sulf... Starting materials: COC(=O)COC1=CC=C(C(=O)OCC2=CC=CC=C2)C=C1 (benzyl 4-(methoxycarbonylmethyloxy)benzoate). The reagents and catalysts are catalyst. Run in CO.C(C)(=O)OCC (methanol ethyl acetate). Product: COC(=O)COC1=CC=C(C(=O)O)C=C1 (4-(Methoxycarbonylmethyloxy)benzoic Acid). As a reaction SMILES: [CH3:1][O:2][C:3]([CH2:5][O:6][C:7]1[CH:22]=[CH:21][C:10]([C:11]([O:13]CC2C=CC=CC=2)=[O:12])=[CH:9][CH:8]=1)=[O:4]>CO.C(OCC)(=O)C>[CH3:1][O:2][C:3]([CH2:5][O:6][C:7]1[CH:22]=[CH:21][C:10]([C:11]([OH:13])=[O:12])=[CH:9][CH:8]=1)=[O:4] |f:1.2|. Procedure: 5 g of benzyl 4-(methoxycarbonylmethyloxy)benzoate were dissolved in methanol/ethyl acetate and hydrogenated in the presence of 600 mg of catalyst (Pd/C, 10% strength). After flushing with inert gas, the catalyst was filtered off and the filtrate was concentrated in vacuo. The residue was triturated with diisopropyl ether/heptane (9/1) and filtered off with suction. Yield: 3.3 g. Starting materials: solid, Cl.Cl.Cl.O1CCC=2C1=C(N=CC2)N2CCN(CC2)CC[C@@H]2CC[C@H](CC2)N (trans-4-{2-[4-(2,3-dihydro-furo[2,3-c]pyridin-7-yl)-piperazin-1-yl]-ethyl}-cyclohexylamine trihydrochloride), Cl.Cl.Cl.O1CCC=2C1=C(N=CC2)N2CCN(CC2)CC[C@@H]2CC[C@H](CC2)N (trans-4-{2-[4-(2,3-dihydro-furo[2,3-c]pyridin-7-yl)-piperazin-1-yl]-ethyl}-cyclohexylamine trihydrochloride), CC1=NOC(=C1)CC(=O)O (2-(3-methylisoxazol-5-yl)-acetic acid). Product: O1CCC=2C1=C(N=CC2)N2CCN(CC2)CC[C@@H]2CC[C@H](CC2)NC(CC2=CC(=NO2)C)=O (trans-N-(4-{2-[4-(2,3-Dihydro-furo[2,3-c]pyridin-7-yl)-piperazin-1-yl]-ethyl}-cyclohexyl)-2-(3-methyl-isoxazol-5-yl)-acetamide). As a reaction SMILES: Cl.Cl.Cl.[O:4]1[C:8]2=[C:9]([N:13]3[CH2:18][CH2:17][N:16]([CH2:19][CH2:20][C@H:21]4[CH2:26][CH2:25][C@H:24]([NH2:27])[CH2:23][CH2:22]4)[CH2:15][CH2:14]3)[N:10]=[CH:11][CH:12]=[C:7]2[CH2:6][CH2:5]1.[CH3:28][C:29]1[CH:33]=[C:32]([CH2:34][C:35](O)=[O:36])[O:31][N:30]=1>>[O:4]1[C:8]2=[C:9]([N:13]3[CH2:18][CH2:17][N:16]([CH2:19][CH2:20][C@H:21]4[CH2:26][CH2:25][C@H:24]([NH:27][C:35](=[O:36])[CH2:34][C:32]5[O:31][N:30]=[C:29]([CH3:28])[CH:33]=5)[CH2:23][CH2:22]4)[CH2:15][CH2:14]3)[N:10]=[CH:11][CH:12]=[C:7]2[CH2:6][CH2:5]1 |f:0.1.2.3|. Procedure: The title compound, white solid (110 mg, 97%), MS (ISP) m/z=454.4 [(M+H)+], mp 222.5° C., was prepared in accordance with the general method of example 6 from trans-4-{2-[4-(2,3-dihydro-furo[2,3-c]pyridin-7-yl)-piperazin-1-yl]-ethyl}-cyclohexylamine trihydrochloride (intermediate B) (110 mg, 0.25 mmol) and 2-(3-methylisoxazol-5-yl)-acetic acid.